Dataset: the Open Reaction Database (ORD), a public repository of structured organic reaction records. Task: describe an organic reaction: reactants, conditions, products, and yield Reactants: FC1=C(C=CC(=C1)F)NCC=1C=NC=CC1 (3-(2,4-difluorophenylaminomethyl)pyridine), C([O-])([O-])=O.[K+].[K+] (potassium carbonate), CN(S(=O)(=O)Cl)C (dimethylsulfamoyl chloride). The solvent is ClCCl (dichloromethane). The product is FC1=C(C=CC(=C1)F)N(S(=O)(=O)N(C)C)CC=1C=NC=CC1 (N-(2,4-difluorophenyl)-N',N'-dimethyl-N-(pyridin-3-ylmethyl)sulfamide). RXN SMILES: [F:1][C:2]1[CH:7]=[C:6]([F:8])[CH:5]=[CH:4][C:3]=1[NH:9][CH2:10][C:11]1[CH:12]=[N:13][CH:14]=[CH:15][CH:16]=1.C(=O)([O-])[O-].[K+].[K+].[CH3:23][N:24]([CH3:29])[S:25](Cl)(=[O:27])=[O:26]>ClCCl>[F:1][C:2]1[CH:7]=[C:6]([F:8])[CH:5]=[CH:4][C:3]=1[N:9]([CH2:10][C:11]1[CH:12]=[N:13][CH:14]=[CH:15][CH:16]=1)[S:25]([N:24]([CH3:29])[CH3:23])(=[O:27])=[O:26] |f:1.2.3|. Reported procedure: A 3.3 g. portion of 3-(2,4-difluorophenylaminomethyl)pyridine was dissolved in 15 ml. of dichloromethane, and 2.8 g. of potassium carbonate and 3.6 g. of dimethylsulfamoyl chloride were added. The mixture was stirred at ambient temperature for several days, and was then stirred under reflux for 4 hours. The mixture was then cooled, and extracted with 20 ml. of aqueous sodium bicarbonate and with 20 ml. of water, and was dried and evaporated to an oil. The oil was dissolved in dichloromethane and...